Dataset: the Open Reaction Database (ORD), a public repository of structured organic reaction records. Task: describe an organic reaction: reactants, conditions, products, and yield The reactants are N(=[N+]=[N-])C1C2CCC(C(CC1)Br)N2CC2=CC=CC=C2 (2-azido-9-benzyl-5-bromo-9-azabicyclo-[4.2.1]nonane), C1(=CC=CC=C1)P(C1=CC=CC=C1)C1=CC=CC=C1 (triphenylphosphine), O (water). Run in C1CCOC1 (THF). Product: C(C1=CC=CC=C1)N1C2C3CCC(C1CC2)N3 (9-benzyl-9,10-diazatricyclo[4.2.1.12,5]decane). Yield: 91.0%. RXN SMILES: [N:1]([CH:4]1[CH2:11][CH2:10][CH:9](Br)[CH:8]2[N:13]([CH2:14][C:15]3[CH:20]=[CH:19][CH:18]=[CH:17][CH:16]=3)[CH:5]1[CH2:6][CH2:7]2)=[N+]=[N-].C1(P(C2C=CC=CC=2)C2C=CC=CC=2)C=CC=CC=1.O>C1COCC1>[CH2:14]([N:13]1[CH:5]2[CH2:6][CH2:7][CH:8]1[CH:9]1[NH:1][CH:4]2[CH2:11][CH2:10]1)[C:15]1[CH:20]=[CH:19][CH:18]=[CH:17][CH:16]=1. Procedure details: 3.44 grams of the azide (1.1A) obtained in Ex. 1.1 are dissolved in 26 ml of anhydrous THF. To this solution 2.96 grams of triphenylphosphine, dissolved in 10 ml of anhydrous THE are added. The mixture is heated at reflux for 5 hours. At the end it is cooled at room temperature and 0.5 ml of water are added. It is further heated at reflux for 14 hours and then cooled at room temperature. The precipitate is filtered under vacuum and washed with THF, suspended in 50 ml of a CH2Cl2/H2O (1/1 v/v) mi...